From a dataset of the Open Reaction Database (ORD), a public repository of structured organic reaction records. describe an organic reaction: reactants, conditions, products, and yield The reactants are [Na] (sodium), N (ammonia), CC(CC=CC1=CC=C(C=C1)C(C)C)CCC=C(C)C (4,8-dimethyl-1-(p-isopropylphenyl)nona-1,7-diene). The solvent is liquid, O1CCCC1 (tetrahydrofuran). Run at time 1 hour. The product is CC(CC=CC1=CC=C(C=C1)C(C)C)CCCC(C)C (4,8-Dimethyl-1-(p-Isopropylphenyl)-non-1-ene). RXN SMILES: [Na].N.[CH3:3][CH:4]([CH2:17][CH2:18][CH:19]=[C:20]([CH3:22])[CH3:21])[CH2:5][CH:6]=[CH:7][C:8]1[CH:13]=[CH:12][C:11]([CH:14]([CH3:16])[CH3:15])=[CH:10][CH:9]=1>O1CCCC1>[CH3:3][CH:4]([CH2:17][CH2:18][CH2:19][CH:20]([CH3:22])[CH3:21])[CH2:5][CH:6]=[CH:7][C:8]1[CH:13]=[CH:12][C:11]([CH:14]([CH3:15])[CH3:16])=[CH:10][CH:9]=1 |^1:0|. Reported procedure: To a stirred solution of 16 g (0.7 g at) of sodium in 600 ml of liquid ammonia was added dropwise a solution of 93 g (0.34 mol.) of 4,8-dimethyl-1-(p-isopropylphenyl)nona-1,7-diene in 125 ml of anhydrous tetrahydrofuran. Total addition time was one hour. The excess sodium was destroyed by the cautious addition of methanol. Then 200 ml of hexane were added and the ammonia was allowed to evaporate. To the residue a saturated solution of NH4Cl was added cautiously. The organic layer was separated, ... Reactants: CCOC(=O)/N=N/C(=O)OCC (diethylazodicarboxylate), C(C1=CC=CC=C1)OC(NCCOCCO)=O ([2-(2-Hydroxy-ethoxy)-ethyl]-carbamic acid benzyl ester), ClC1=CC=C(C=C1)O (4-chlorophenol), C1(=CC=CC=C1)P(C1=CC=CC=C1)C1=CC=CC=C1 (triphenylphosphine). Run in O1CCCC1 (tetrahydrofuran). Conditions: time 11 hour. The product is C(C1=CC=CC=C1)OC(NCCOCCOC1=CC=C(C=C1)Cl)=O ({2-[2-(4-chloro-phenoxy)-ethoxy]-ethyl}-carbamic acid benzyl ester). Isolated yield 99.8%. Reaction SMILES: [CH2:1]([O:8][C:9](=[O:17])[NH:10][CH2:11][CH2:12][O:13][CH2:14][CH2:15][OH:16])[C:2]1[CH:7]=[CH:6][CH:5]=[CH:4][CH:3]=1.[Cl:18][C:19]1[CH:24]=[CH:23][C:22](O)=[CH:21][CH:20]=1.C1(P(C2C=CC=CC=2)C2C=CC=CC=2)C=CC=CC=1.CCOC(/N=N/C(OCC)=O)=O>O1CCCC1>[CH2:1]([O:8][C:9](=[O:17])[NH:10][CH2:11][CH2:12][O:13][CH2:14][CH2:15][O:16][C:22]1[CH:23]=[CH:24][C:19]([Cl:18])=[CH:20][CH:21]=1)[C:2]1[CH:3]=[CH:4][CH:5]=[CH:6][CH:7]=1. Procedure details: [2-(2-Hydroxy-ethoxy)-ethyl]-carbamic acid benzyl ester (2.39 g, 10 mmol), 4-chlorophenol (1.29 g, 10 mmol), and triphenylphosphine (2.89 g, 11 mmol) were dissolved in tetrahydrofuran (50 ml), followed by the dropwise addition of diethylazodicarboxylate (1.73 ml, 11 mmol). After the addition, the reaction solution was stirred at room temperature for 10-12 hours. The solvent was then removed in vacuo. The remaining residue was stirred in 30% EtOAc in hexane (200 mL) for 10 minutes and a white sol... The reactants are Cc1nn(C)c2c(O)nc(C(C)C)nc12, ClP(Cl)(Cl)(Cl)Cl, O=P(Cl)(Cl)Cl. Product: Cc1nn(C)c2c(Cl)nc(C(C)C)nc12. Reaction SMILES: [CH3:1][n:2]1[n:3][c:4]([CH3:15])[c:5]2[n:6][c:7]([CH:12]([CH3:13])[CH3:14])[n:8][c:9]([OH:11])[c:10]12.[Cl:16][P:17]([Cl:18])([Cl:19])([Cl:20])[Cl:21].[P:22]([Cl:23])([Cl:24])([Cl:25])=[O:26]>>[CH3:1][n:2]1[n:3][c:4]([CH3:15])[c:5]2[n:6][c:7]([CH:12]([CH3:13])[CH3:14])[n:8][c:9]([Cl:16])[c:10]12. The reactants are C(C=C)[C@@]1(C(N([C@@H]([C@H](C1)C1=CC(=CC=C1)Cl)C1=CC=C(C=C1)Cl)[C@H](C(C)=O)CC)=O)C ((3S,5R,6S)-3-allyl-5-(3-chlorophenyl)-6-(4-chlorophenyl)-3-methyl-1-((S)-2-oxopentan-3-yl)piperidin-2-one), [Cl-].COC[P+](C1=CC=CC=C1)(C1=CC=CC=C1)C1=CC=CC=C1 ((methoxymethyl)triphenylphosphonium chloride), C[Si](C)(C)[N-][Si](C)(C)C.[K+] (KHMDS), C1(=CC=CC=C1)C (toluene). Solvent: C1CCOC1 (THF), C1CCOC1 (THF). Conditions: temperature 0 celsius, time 30 minute. The product is C(C=C)[C@@]1(C(N([C@@H]([C@H](C1)C1=CC(=CC=C1)Cl)C1=CC=C(C=C1)Cl)[C@H](C(=COC)C)CC)=O)C ((3S,5R,6S)-3-Allyl-5-(3-chlorophenyl)-6-(4-chlorophenyl)-1-((S)-1-methoxy-2-methylpent-1-en-3-yl)-3-methylpiperidin-2-one). Reaction SMILES: [Cl-:1].[CH3:2][O:3]C[P+](C1C=CC=CC=1)(C1C=CC=CC=1)C1C=CC=CC=1.C[Si]([N-][Si](C)(C)C)(C)C.[K+].[C:34]1(C)C=CC=CC=1.[CH2:41]([C@@:44]1([CH3:71])[CH2:49][C@H:48]([C:50]2[CH:55]=[CH:54][CH:53]=[C:52](Cl)[CH:51]=2)[C@@H:47]([C:57]2[CH:62]=[CH:61][C:60]([Cl:63])=[CH:59][CH:58]=2)[N:46]([C@@H:64]([CH2:68][CH3:69])[C:65](=O)[CH3:66])[C:45]1=[O:70])[CH:42]=[CH2:43]>C1COCC1>[CH2:41]([C@@:44]1([CH3:71])[CH2:49][C@H:48]([C:50]2[CH:51]=[CH:52][CH:53]=[C:54]([Cl:1])[CH:55]=2)[C@@H:47]([C:57]2[CH:58]=[CH:59][C:60]([Cl:63])=[CH:61][CH:62]=2)[N:46]([C@@H:64]([CH2:68][CH3:69])[C:65]([CH3:34])=[CH:66][O:3][CH3:2])[C:45]1=[O:70])[CH:42]=[CH2:43] |f:0.1,2.3|. Reported procedure: (Methoxymethyl)triphenylphosphonium chloride was dried at 80° C. under vacuum for 2 h. To a solution of the dried (methoxymethyl)triphenylphosphonium chloride (673 mg, 1.96 mmol) in THF (3.5 mL) was added 0.5 M KHMDS in toluene (3.49 mL, 1.75 mmol) at −78° C. The solution resulted in a blood red color. After addition, the reaction was stirred at 0° C. for 30 min and a solution of (3S,5R,6S)-3-allyl-5-(3-chlorophenyl)-6-(4-chlorophenyl)-3-methyl-1-((S)-2-oxopentan-3-yl)piperidin-2-one prepared ab... Run at temperature 100 celsius, time 4 hour. Procedure: An autoclave was charged with 498 g of light oil (boiling at 250°-350° C.) and 166 g of sodium β-naphtholate, and with stirring, 72 g of β-naphthol was added. The mixture was reacted with carbon dioxide under a pressure of 5 kg/cm2.G at a reaction temperature of 270° C. for 4 hours. The reaction mixture was added to 830 ml of water, and heated at 100° C. for 30 minutes to decompose a 2-hydroxynaphthalene-1-carboxylic acid salt. The mixture was then separated into a light oil layer and an aqueous... Reaction SMILES: [CH:1]1[C:10]2[C:5](=[CH:6][CH:7]=[CH:8][CH:9]=2)[CH:4]=[CH:3][C:2]=1[O-:11].[Na+].C1C2C(=CC=CC=2)C=CC=1O.[C:24](=[O:26])=[O:25].OC1C=CC2C(=CC=CC=2)C=1C(O)=O>O>[OH:11][C:2]1[C:3]([C:24]([OH:26])=[O:25])=[CH:4][C:5]2[C:10](=[CH:9][CH:8]=[CH:7][CH:6]=2)[CH:1]=1 |f:0.1|. The product is OC1=CC2=CC=CC=C2C=C1C(=O)O (2-hydroxynaphthalene-3-carboxylic acid). The reactants are C(=O)=O (carbon dioxide), oil, C1=C(C=CC2=CC=CC=C12)[O-].[Na+] (sodium β-naphtholate), OC1=C(C2=CC=CC=C2C=C1)C(=O)O (2-hydroxynaphthalene-1-carboxylic acid), C1=C(C=CC2=CC=CC=C12)O (β-naphthol). Isolated yield 0.0%. Run in O (water).